From a dataset of the Open Reaction Database (ORD), a public repository of structured organic reaction records. describe an organic reaction: reactants, conditions, products, and yield Starting materials: Cl.Cl.NC1=CC(=C(C(=O)NCC2CCNCC2)C=C1Cl)OC (4-Amino-5-chloro-2-methoxy-N-(piperidin-4-ylmethyl)benzamide dihydrochloride), BrCCCCCC(=O)C1=C(C=CC=C1)OC (6-bromo-1-(2-methoxyphenyl)-1-hexanone). Product: NC1=CC(=C(C(=O)NCC2CCN(CC2)CCCCCC(=O)C2=C(C=CC=C2)OC)C=C1Cl)OC (4-amino-5-chloro-2-methoxy-N-((1-(6-(2-methoxyphenyl)-6-oxohexyl)piperidin-4-yl)methyl)benzamide). RXN SMILES: Cl.Cl.[NH2:3][C:4]1[C:19]([Cl:20])=[CH:18][C:7]([C:8]([NH:10][CH2:11][CH:12]2[CH2:17][CH2:16][NH:15][CH2:14][CH2:13]2)=[O:9])=[C:6]([O:21][CH3:22])[CH:5]=1.Br[CH2:24][CH2:25][CH2:26][CH2:27][CH2:28][C:29]([C:31]1[CH:36]=[CH:35][CH:34]=[CH:33][C:32]=1[O:37][CH3:38])=[O:30]>>[NH2:3][C:4]1[C:19]([Cl:20])=[CH:18][C:7]([C:8]([NH:10][CH2:11][CH:12]2[CH2:13][CH2:14][N:15]([CH2:24][CH2:25][CH2:26][CH2:27][CH2:28][C:29]([C:31]3[CH:36]=[CH:35][CH:34]=[CH:33][C:32]=3[O:37][CH3:38])=[O:30])[CH2:16][CH2:17]2)=[O:9])=[C:6]([O:21][CH3:22])[CH:5]=1 |f:0.1.2|. Procedure: 4-Amino-5-chloro-2-methoxy-N-(piperidin-4-ylmethyl)benzamide dihydrochloride as starting compound and 6-bromo-1-(2-methoxyphenyl)-1-hexanone are reacted and treated in the same manner as in Example 199 to give 4-amino-5-chloro-2-methoxy-N-((1-(6-(2-methoxyphenyl)-6-oxohexyl)piperidin-4-yl)methyl)benzamide. The reactants are O=S(=O)(c1ccccc1)c1ccc(C=Cc2ccc(F)cc2F)cc1Br, CN(C)C=O, N#C[Cu], O. The product is N#Cc1cc(C=Cc2ccc(F)cc2F)ccc1S(=O)(=O)c1ccccc1. As a reaction SMILES: [Br:1][c:2]1[c:3]([S:18](=[O:19])(=[O:20])[c:21]2[cH:22][cH:23][cH:24][cH:25][cH:26]2)[cH:4][cH:5][c:6]([CH:8]=[CH:9][c:10]2[c:11]([F:17])[cH:12][c:13]([F:16])[cH:14][cH:15]2)[cH:7]1.[CH3:30][N:31]([CH3:32])[CH:33]=[O:34].[Cu:27][C:28]#[N:29].[OH2:35]>>[c:2]1([C:28]#[N:29])[c:3]([S:18](=[O:19])(=[O:20])[c:21]2[cH:22][cH:23][cH:24][cH:25][cH:26]2)[cH:4][cH:5][c:6]([CH:8]=[CH:9][c:10]2[c:11]([F:17])[cH:12][c:13]([F:16])[cH:14][cH:15]2)[cH:7]1. The reactants are CCCN(CCC)CCCCC1Cc2cc(CN3C(=O)c4ccccc4C3=O)ccc2C1OC, CO, NN, O. The product is CCCN(CCC)CCCCC1Cc2cc(CN)ccc2C1OC. RXN SMILES: [CH2:1]([CH2:2][CH3:3])[N:4]([CH2:5][CH2:6][CH2:7][CH2:8][CH:9]1[CH:10]([O:30][CH3:31])[c:11]2[cH:12][cH:13][c:14]([CH2:18][N:19]3[C:20](=[O:21])[c:22]4[c:23]([cH:24][cH:25][cH:26][cH:27]4)[C:28]3=[O:29])[cH:15][c:16]2[CH2:17]1)[CH2:32][CH2:33][CH3:34].[CH3:38][OH:39].[NH2:36][NH2:37].[OH2:35]>>[CH2:1]([CH2:2][CH3:3])[N:4]([CH2:5][CH2:6][CH2:7][CH2:8][CH:9]1[CH:10]([O:30][CH3:31])[c:11]2[cH:12][cH:13][c:14]([CH2:18][NH2:19])[cH:15][c:16]2[CH2:17]1)[CH2:32][CH2:33][CH3:34]. Starting materials: CNCCNC, Clc1cccc(I)c1, [Cu]I, [K+], [K+], [K+], Cc1cc[nH]c(=O)c1-c1ccc2nc(N)ncc2c1, C1COCCO1, O=P([O-])([O-])[O-]. The product is Cc1ccn(-c2cccc(Cl)c2)c(=O)c1-c1ccc2nc(N)ncc2c1. RXN SMILES: [CH3:36][NH:37][CH2:38][CH2:39][NH:40][CH3:41].[Cl:28][c:29]1[cH:30][c:31]([I:35])[cH:32][cH:33][cH:34]1.[Cu:42][I:43].[K+:25].[K+:26].[K+:27].[NH2:1][c:2]1[n:3][c:4]2[cH:5][cH:6][c:7](-[c:12]3[c:13](=[O:19])[nH:14][cH:15][cH:16][c:17]3[CH3:18])[cH:8][c:9]2[cH:10][n:11]1.[O:44]1[CH2:45][CH2:46][O:47][CH2:48][CH2:49]1.[P:20]([O-:21])([O-:22])([O-:23])=[O:24]>>[NH2:1][c:2]1[n:3][c:4]2[cH:5][cH:6][c:7](-[c:12]3[c:13](=[O:19])[n:14](-[c:31]4[cH:30][c:29]([Cl:28])[cH:34][cH:33][cH:32]4)[cH:15][cH:16][c:17]3[CH3:18])[cH:8][c:9]2[cH:10][n:11]1. Reactants: COCCN1CCCC2=CC=C(C=C12)CO ((1-(2-Methoxyethyl)-1,2,3,4-tetrahydroquinolin-7-yl)methanol), N1N=CC(=C1)C(=O)OCC (ethyl 1H-pyrazole-4-carboxylate), solution, CCOC(=O)/N=N/C(=O)OCC (DEAD), C1(=CC=CC=C1)C (Toluene), C1(=CC=CC=C1)P(C1=CC=CC=C1)C1=CC=CC=C1 (Triphenylphosphine). Solvent: C1CCOC1 (THF), CCOC(=O)C (AcOEt). Reaction conditions: temperature 0 celsius, time 2 hour. Yields the product COCCN1CCCC2=CC=C(C=C12)CN1N=CC(=C1)C(=O)OCC (Ethyl 1-((1-(2-methoxyethyl)-1,2,3,4-tetrahydroquinolin-7-yl)methyl)-1H-pyrazole-4-carboxylate). Reaction SMILES: [CH3:1][O:2][CH2:3][CH2:4][N:5]1[C:14]2[C:9](=[CH:10][CH:11]=[C:12]([CH2:15]O)[CH:13]=2)[CH2:8][CH2:7][CH2:6]1.[NH:17]1[CH:21]=[C:20]([C:22]([O:24][CH2:25][CH3:26])=[O:23])[CH:19]=[N:18]1.C1(P(C2C=CC=CC=2)C2C=CC=CC=2)C=CC=CC=1.CCOC(/N=N/C(OCC)=O)=O.C1(C)C=CC=CC=1>C1COCC1.CCOC(C)=O>[CH3:1][O:2][CH2:3][CH2:4][N:5]1[C:14]2[C:9](=[CH:10][CH:11]=[C:12]([CH2:15][N:17]3[CH:21]=[C:20]([C:22]([O:24][CH2:25][CH3:26])=[O:23])[CH:19]=[N:18]3)[CH:13]=2)[CH2:8][CH2:7][CH2:6]1. Procedure: (1-(2-Methoxyethyl)-1,2,3,4-tetrahydroquinolin-7-yl)methanol (357 mg, 0.807 mmol) and ethyl 1H-pyrazole-4-carboxylate (113 mg, 0.807 mmol) were dissolved in THF (5 ml). Triphenylphosphine (317 mg, 1.210 mmol) was added, and, after cooling to 0° C., a 40% solution of DEAD in Toluene (0.479 ml, 1.210 mmol) was added dropwise. The reaction mixture was stirred for 2 hr at 0° C., then overnight at 20° C. The reaction mixture was diluted with AcOEt and washed with 1N HCl, and saturated aqueous NaHCO3.... The reactants are NC1=CC=CC=C1 (aniline), CC=CC1=CC=CC=C1 (β-methylstyrene). Solvent: C(C)(=O)OCC.CCCCCC (ethyl acetate n-hexane). Product: CC(CC1=CC=CC=C1)NC1=CC=CC=C1 ((±)-N-(1-methyl-2-phenylethyl)aniline). Yield: 50.0%. RXN SMILES: [NH2:1][C:2]1[CH:7]=[CH:6][CH:5]=[CH:4][CH:3]=1.[CH3:8][CH:9]=[CH:10][C:11]1[CH:16]=[CH:15][CH:14]=[CH:13][CH:12]=1>C(OCC)(=O)C.CCCCCC>[CH3:8][CH:9]([NH:1][C:2]1[CH:7]=[CH:6][CH:5]=[CH:4][CH:3]=1)[CH2:10][C:11]1[CH:16]=[CH:15][CH:14]=[CH:13][CH:12]=1 |f:2.3|. Procedure details: According to GWM, 0.011 mol (=1.00 ml) of aniline and 0.011 mol (=1.43 ml) of β-methylstyrene are reacted with one another. The product is isolated by column chromatography using ethyl acetate/n-hexane (1:10) as eluent, the product (±)-N-(1-methyl-2-phenylethyl)aniline being obtained as a slightly pink liquid.